This data is from the Open Reaction Database (ORD), a public repository of structured organic reaction records. The task is: describe an organic reaction: reactants, conditions, products, and yield Reactants: BrC(C(=O)C(F)(F)F)Br (1,1-dibromo-3,3,3-trifluoroacetone), C(C)(=O)[O-].[Na+] (sodium acetate), ClC1=CC(=C(C=C1OCC(=O)OCC)NN)F (4-chloro-2-fluoro-5-(ethoxycarbonyl)methoxyphenylhydrazine). Run in C(C)OCC (diethyl ether), O (water). Conditions: temperature 80 celsius, time 30 minute. Yields the product ClC1=CC(=C(C=C1OCC(=O)OCC)N(N=CC(C(F)(F)F)=O)C1=CC=CC=C1)F (3,3,3-trifluoro-2-oxopropanal 1-(4-chloro-2-fluoro-5-(ethoxycarbonyl)methoxyphenylphenylhydrazone)). Isolated yield 135.3%. RXN SMILES: [C:1]([O-])(=O)[CH3:2].[Na+].Br[CH:7](Br)[C:8]([C:10]([F:13])([F:12])[F:11])=[O:9].[Cl:15][C:16]1[C:21]([O:22][CH2:23][C:24]([O:26][CH2:27][CH3:28])=[O:25])=[CH:20][C:19]([NH:29][NH2:30])=[C:18]([F:31])[CH:17]=1>O.C(OCC)C>[Cl:15][C:16]1[C:21]([O:22][CH2:23][C:24]([O:26][CH2:27][CH3:28])=[O:25])=[CH:20][C:19]([N:29]([C:2]2[CH:1]=[CH:18][CH:17]=[CH:16][CH:21]=2)[N:30]=[CH:7][C:8](=[O:9])[C:10]([F:13])([F:12])[F:11])=[C:18]([F:31])[CH:17]=1 |f:0.1|. Procedure details: To a solution of 1.249 g of sodium acetate dissolved in 10 ml of water was added 1.366 g of 1,1-dibromo-3,3,3-trifluoroacetone, and the mixture was stirred at 80° C. for 30 minutes. The reaction solution was left cooling to room temperature, to which a solution of 1.00 g of 4-chloro-2-fluoro-5-(ethoxycarbonyl)methoxyphenylhydrazine dissolved in 10 ml of diethyl ether was added, and the mixture was stirred at room temperature for 2 hours. The reaction solution was extracted with 100 ml of ethyl a... Reactants: C(C#CC)OC1=CC=C(C=C1)SC(C(=O)NO)C1=CC=C(C=C1)Cl (2-{[4-(2-butynyloxy)phenyl]sulfanyl}-2-(4-chlorophenyl)-N-hydroxyacetamide), C(C#CC)OC1=CC=C(C=C1)S(=O)C(C(=O)NO)C1=CC=C(C=C1)Cl (2-{[4-(2-butynyloxy)phenyl]sulfinyl}-2-(4-chlorophenyl) N-hydroxyacetamide). Yields the product C(C#CC)OC1=CC=C(C=C1)S(=O)(=O)C(C(=O)NO)C1=CC=C(C=C1)Cl (2-{[4-(2-butynyloxy)phenyl]sulfonyl}-2-(4-chlorophenyl)-N-hydroxyacetamide). The yield is 29.0%. As a reaction SMILES: C([O:5]C1C=CC(SC(C2C=CC(Cl)=CC=2)C(NO)=O)=CC=1)C#CC.[CH2:25]([O:29][C:30]1[CH:35]=[CH:34][C:33]([S:36]([CH:38]([C:43]2[CH:48]=[CH:47][C:46]([Cl:49])=[CH:45][CH:44]=2)[C:39]([NH:41][OH:42])=[O:40])=[O:37])=[CH:32][CH:31]=1)[C:26]#[C:27][CH3:28]>>[CH2:25]([O:29][C:30]1[CH:31]=[CH:32][C:33]([S:36]([CH:38]([C:43]2[CH:48]=[CH:47][C:46]([Cl:49])=[CH:45][CH:44]=2)[C:39]([NH:41][OH:42])=[O:40])(=[O:5])=[O:37])=[CH:34][CH:35]=1)[C:26]#[C:27][CH3:28]. Procedure details: Starting from a mixture of 2-{[4-(2-butynyloxy)phenyl]sulfanyl}-2-(4-chlorophenyl)-N-hydroxyacetamide (from example 80) and 2-{[4-(2-butynyloxy)phenyl]sulfinyl}-2-(4-chlorophenyl) N-hydroxyacetamide (750 mg, 1.99 mmol), and following the procedure as outlined in Example 75, 228 mg of 2-{[4-(2-butynyloxy)phenyl]sulfonyl}-2-(4-chlorophenyl)-N-hydroxyacetamide was isolated as a white solid. mp: 140° C.; Yield: 29%; MS: 394.2 (M+H)+; 1H NMR (300 MHz, DMSO-d6): δ1.85 (t, J=2.19 Hz, 3H), 4.86 (d, J=2.... Reactants: Cl (HCl), CCOCC (Et2O), C(C1=CC=CC=C1)OC1=CC(N(C=C1)C1=CC=C2C3=C(N(C2=C1)C)CN(CC3)CCN3CCCC3)=O (4-(benzyloxy)-1-(9-methyl-2-(2-(pyrrolidin-1-yl)ethyl)-2,3,4,9,-tetrahydro-1H-pyrido[3,4-b]indol-7-yl)pyridine-2(1H)-one). Run in C(Cl)Cl (CH2Cl2). Run at time 1 hour. Yields the product Cl.C(C1=CC=CC=C1)OC1=CC(N(C=C1)C1=CC=C2C3=C(N(C2=C1)C)CN(CC3)CCN3CCCC3)=O (4-(Benzyloxy)-1-(9-methyl-2-(2-(pyrrolidin-1-yl)ethyl)-2,3,4,9,-tetrahydro-1H-pyrido[3,4-b]indol-7-yl)pyridine-2(1H)-one hydrochloride). Reaction SMILES: [ClH:1].CCOCC.[CH2:7]([O:14][C:15]1[CH:20]=[CH:19][N:18]([C:21]2[CH:29]=[C:28]3[C:24]([C:25]4[CH2:34][CH2:33][N:32]([CH2:35][CH2:36][N:37]5[CH2:41][CH2:40][CH2:39][CH2:38]5)[CH2:31][C:26]=4[N:27]3[CH3:30])=[CH:23][CH:22]=2)[C:17](=[O:42])[CH:16]=1)[C:8]1[CH:13]=[CH:12][CH:11]=[CH:10][CH:9]=1>C(Cl)Cl>[ClH:1].[CH2:7]([O:14][C:15]1[CH:20]=[CH:19][N:18]([C:21]2[CH:29]=[C:28]3[C:24]([C:25]4[CH2:34][CH2:33][N:32]([CH2:35][CH2:36][N:37]5[CH2:38][CH2:39][CH2:40][CH2:41]5)[CH2:31][C:26]=4[N:27]3[CH3:30])=[CH:23][CH:22]=2)[C:17](=[O:42])[CH:16]=1)[C:8]1[CH:13]=[CH:12][CH:11]=[CH:10][CH:9]=1 |f:4.5|. Procedure: 2 N HCl in Et2O (20 μL, 0.04 mmol) was added to a solution of 4-(benzyloxy)-1-(9-methyl-2-(2-(pyrrolidin-1-yl)ethyl)-2,3,4,9,-tetrahydro-1H-pyrido[3,4-b]indol-7-yl)pyridine-2(1H)-one (10 mg, 0.020 mmol) in CH2Cl2 (3 mL) and the reaction was stirred at ambient temperature for 1 h under N2. The reaction was concentrated to dryness under reduced pressure to provide the title compound (10 mg, quantitative) as a yellow solid: 1H NMR (500 MHz, CD3OD) δ 7.62-7.57 (m, 2H), 7.47-7.34 (m, 6H), 7.03 (dd, J...